The task is: describe an organic reaction: reactants, conditions, products, and yield. This data is from the Open Reaction Database (ORD), a public repository of structured organic reaction records. The reactants are 40, FC1=CC=C(C=C1)C(CCCN1CC2N(CC1)C(N(C2=O)CCO)(C)C)C2=CC=C(C=C2)F (7-[4,4-bis(4-fluorophenyl)butyl]hexahydro-2-(2-hydroxyethyl)-3,3-dimethylimidazo[1,5-a]pyrazin-1(5H)-one), Cl (hydrochloric acid). The solvent is O (water). Run at time 1 hour. The product is 33.7, FC1=CC=C(C=C1)C(CCCN1CC(NCC1)C(=O)NCCO)C1=CC=C(C=C1)F (4-[4,4-bis(4-fluorophenyl)butyl]-N-(2-hydroxyethyl)-2-piperazinecarboxamide). Isolated yield 100.0%. As a reaction SMILES: [F:1][C:2]1[CH:7]=[CH:6][C:5]([CH:8]([C:27]2[CH:32]=[CH:31][C:30]([F:33])=[CH:29][CH:28]=2)[CH2:9][CH2:10][CH2:11][N:12]2[CH2:17][CH2:16][N:15]3C(C)(C)[N:19]([CH2:22][CH2:23][OH:24])[C:20](=[O:21])[CH:14]3[CH2:13]2)=[CH:4][CH:3]=1.Cl>O>[F:1][C:2]1[CH:3]=[CH:4][C:5]([CH:8]([C:27]2[CH:28]=[CH:29][C:30]([F:33])=[CH:31][CH:32]=2)[CH2:9][CH2:10][CH2:11][N:12]2[CH2:17][CH2:16][NH:15][CH:14]([C:20]([NH:19][CH2:22][CH2:23][OH:24])=[O:21])[CH2:13]2)=[CH:6][CH:7]=1. Procedure details: A mixture of 40 parts of 7-[4,4-bis(4-fluorophenyl)butyl]hexahydro-2-(2-hydroxyethyl)-3,3-dimethylimidazo[1,5-a]pyrazin-1(5H)-one, 19 parts of hydrochloric acid solution 10.5N and 400 parts of water was stirred for one hour in a boiling water-bath on a Rotavapor. After cooling, the reaction mixture was washed twice with 140 parts of 1,1'-oxybisethane. The aqueous phase was alkalized with ammonium hydroxide. The product was extracted twice with 140 parts of 1,1'-oxybisethane. The combined extract... Starting materials: O=C([O-])[O-], CS(=O)(=O)OC1CCN(C(=O)OCc2ccccc2)CC1, CCOC(C)=O, [K+], [K+], CN(C)C=O, O, Cc1c[nH]c(=O)cc1O. Product: Cc1c[nH]c(=O)cc1OC1CCN(C(=O)OCc2ccccc2)CC1. RXN SMILES: [C:31](=[O:32])([O-:33])[O-:34].[CH3:10][S:11]([O:12][CH:15]1[CH2:16][CH2:17][N:18]([C:21](=[O:22])[O:23][CH2:24][c:25]2[cH:26][cH:27][cH:28][cH:29][cH:30]2)[CH2:19][CH2:20]1)(=[O:13])=[O:14].[CH3:43][CH2:44][O:45][C:46]([CH3:47])=[O:48].[K+:35].[K+:36].[O:38]=[CH:39][N:40]([CH3:41])[CH3:42].[OH2:37].[OH:1][c:2]1[cH:3][c:4](=[O:9])[nH:5][cH:6][c:7]1[CH3:8]>>[O:1]([c:2]1[cH:3][c:4](=[O:9])[nH:5][cH:6][c:7]1[CH3:8])[CH:15]1[CH2:16][CH2:17][N:18]([C:21](=[O:22])[O:23][CH2:24][c:25]2[cH:26][cH:27][cH:28][cH:29][cH:30]2)[CH2:19][CH2:20]1. The reactants are CC(C)(C)c1csc(CBr)n1, O=C([O-])[O-], CN(C)C=O, O=Cc1ccc(O)c(C=O)c1, [I-], [K+], [K+], [K+]. Product: CC(C)(C)c1csc(COc2ccc(C=O)cc2C=O)n1. As a reaction SMILES: [Br:1][CH2:2][c:3]1[s:4][cH:5][c:6]([C:8]([CH3:9])([CH3:10])[CH3:11])[n:7]1.[C:23](=[O:24])([O-:25])[O-:26].[CH3:31][N:32]([CH3:33])[CH:34]=[O:35].[CH:12](=[O:13])[c:14]1[cH:15][cH:16][c:17]([OH:22])[c:18]([CH:19]=[O:20])[cH:21]1.[I-:30].[K+:27].[K+:28].[K+:29]>>[CH2:2]([c:3]1[s:4][cH:5][c:6]([C:8]([CH3:9])([CH3:10])[CH3:11])[n:7]1)[O:22][c:17]1[cH:16][cH:15][c:14]([CH:12]=[O:13])[cH:21][c:18]1[CH:19]=[O:20]. Reactants: S(=O)(Cl)Cl (thionyl chloride), 29, FC1=CC=C(C(=O)NC=2C(C(=O)O)=C(C=CC2)Cl)C=C1 (N-(4'-fluorobenzoyl)-6-chloroanthranilic acid). Run in ClCCCl (1,2-dichloroethane). Conditions: time 1 hour. The product is FC1=CC=C(C=C1)C1=NC2=C(C(O1)=O)C(=CC=C2)Cl (2-(4'-fluorophenyl)-5-chloro-4H-3,1-benzoxazin-4-one). Isolated yield 82.7%. Reaction SMILES: S(Cl)(Cl)=O.[F:5][C:6]1[CH:24]=[CH:23][C:9]([C:10]([NH:12][C:13]2[C:14](=[C:18]([Cl:22])[CH:19]=[CH:20][CH:21]=2)[C:15]([OH:17])=[O:16])=O)=[CH:8][CH:7]=1>ClCCCl>[F:5][C:6]1[CH:24]=[CH:23][C:9]([C:10]2[O:16][C:15](=[O:17])[C:14]3[C:18]([Cl:22])=[CH:19][CH:20]=[CH:21][C:13]=3[N:12]=2)=[CH:8][CH:7]=1. Procedure details: 15.5 parts of thionyl chloride are added to a suspension of 29 parts of N-(4'-fluorobenzoyl)-6-chloroanthranilic acid in 250 parts of 1,2-dichloroethane at room temperature, and the mixture is then stirred for one hour under reflux. Thereafter, it is evaporated down and the residue is taken up in methylene chloride; this solution is extracted once with water, and then with twice 100 parts by volume of 0.5 N sodium hydroxide solution. Thereafter, it is dried, chromatographed on neutral alumina an...